From a dataset of the Open Reaction Database (ORD), a public repository of structured organic reaction records. describe an organic reaction: reactants, conditions, products, and yield Starting materials: CN1CC[C@]23C4=C5C=CC(=C4O[C@H]2[C@H](C=C[C@H]3[C@H]1C5)O)OC (codeine), OC(=O)C(C)C1=CC=C(CC(C)C)C=C1 (ibuprofen), Starch, CN1CC[C@]23C4=C5C=CC(=C4O[C@H]2[C@H](C=C[C@H]3[C@H]1C5)O)OC (codeine). Yields the product OC(=O)C(C)C1=CC=C(CC(C)C)C=C1.CN1CC[C@]23C4=C5C=CC(=C4O[C@H]2[C@H](C=C[C@H]3[C@H]1C5)O)OC (ibuprofen codeine). As a reaction SMILES: [CH3:1][N:2]1[C@@H:18]2[CH2:19][C:7]3[CH:8]=[CH:9][C:10]([O:21][CH3:22])=[C:11]4[O:12][C@H:13]5[C@@H:14]([OH:20])[CH:15]=[CH:16][C@@H:17]2[C@:5]5([C:6]=34)[CH2:4][CH2:3]1.[OH:23][C:24]([CH:26]([C:28]1[CH:37]=[CH:36][C:31]([CH2:32][CH:33]([CH3:35])[CH3:34])=[CH:30][CH:29]=1)[CH3:27])=[O:25]>>[OH:25][C:24]([CH:26]([C:28]1[CH:29]=[CH:30][C:31]([CH2:32][CH:33]([CH3:34])[CH3:35])=[CH:36][CH:37]=1)[CH3:27])=[O:23].[CH3:1][N:2]1[C@@H:18]2[CH2:19][C:7]3[CH:8]=[CH:9][C:10]([O:21][CH3:22])=[C:11]4[O:12][C@H:13]5[C@@H:14]([OH:20])[CH:15]=[CH:16][C@@H:17]2[C@:5]5([C:6]=34)[CH2:4][CH2:3]1 |f:2.3|. Reported procedure: Codeine Phosphate, microcrystalline cellulose and intragranular Starch 1500 were dry mixed. Water was then added and the mixture was granulated to form pharmaceutical, codeine containing granules. Starch 1500 was then mixed with the granules. Finally the codeine and ibuprofen granules were compressed to give an ibuprofen-codeine bi-layer tablet with a crushing strength of 11-12 kp. Reactants: CO, COC(=O)c1cc2nc(Nc3c(F)cccc3Cl)[nH]c2c2nc(C)oc12, [Na+], [OH-]. Yields the product Cc1nc2c(o1)c(C(=O)O)cc1nc(Nc3c(F)cccc3Cl)[nH]c12. As a reaction SMILES: [CH3:29][OH:30].[Cl:1][c:2]1[c:3]([NH:9][c:10]2[n:11][c:12]3[cH:13][c:14]([C:23](=[O:24])[O:25][CH3:26])[c:15]4[c:16]([n:17][c:18]([CH3:20])[o:19]4)[c:21]3[nH:22]2)[c:4]([F:8])[cH:5][cH:6][cH:7]1.[Na+:28].[OH-:27]>>[Cl:1][c:2]1[c:3]([NH:9][c:10]2[n:11][c:12]3[cH:13][c:14]([C:23](=[O:24])[OH:25])[c:15]4[c:16]([n:17][c:18]([CH3:20])[o:19]4)[c:21]3[nH:22]2)[c:4]([F:8])[cH:5][cH:6][cH:7]1. The reactants are CC(=O)O[BH-](OC(C)=O)OC(C)=O, N#Cc1cccc(C=O)c1, O=C([O-])[O-], CNC, CCOC(C)=O, [K+], [K+], [Na+], C1CCOC1. Yields the product CN(C)Cc1cccc(C#N)c1. Reaction SMILES: [C:14]([O:15][BH-:16]([O:17][C:18](=[O:19])[CH3:20])[O:21][C:22](=[O:23])[CH3:24])(=[O:25])[CH3:26].[C:1](#[N:2])[c:3]1[cH:4][c:5]([CH:6]=[O:7])[cH:8][cH:9][cH:10]1.[C:28](=[O:29])([O-:30])[O-:31].[CH3:11][NH:12][CH3:13].[CH3:39][CH2:40][O:41][C:42](=[O:43])[CH3:44].[K+:32].[K+:33].[Na+:27].[O:34]1[CH2:35][CH2:36][CH2:37][CH2:38]1>>[C:1](#[N:2])[c:3]1[cH:4][c:5]([CH2:6][N:12]([CH3:11])[CH3:13])[cH:8][cH:9][cH:10]1. Reactants: C(C)(C)(C)S(=O)N=CCC(C(=O)OCC)C (ethyl 4-((tert-butylsulfinyl)imino)-2-methylbutanoate), IC1=C(C=CC=C1)C1=CC=CC=C1 (2-iodo-1,1′-biphenyl), [Li]CCCC (n-BuLi), hexanes, [NH4+].[Cl-] (NH4Cl). Solvent: C1CCOC1 (THF), C1CCOC1 (THF), O (water), CCOCC (Et2O). Conditions: temperature -78 celsius, time 10 minute. The product is C1(=C(C=CC=C1)C(CC(C(=O)OCC)C)NS(=O)C(C)(C)C)C1=CC=CC=C1 (ethyl 4-([1,1′-biphenyl]-2-yl)-4-(1,1-dimethylethylsulfinamido)-2-methylbutanoate). RXN SMILES: I[C:2]1[CH:7]=[CH:6][CH:5]=[CH:4][C:3]=1[C:8]1[CH:13]=[CH:12][CH:11]=[CH:10][CH:9]=1.[Li]CCCC.[C:19]([S:23]([N:25]=[CH:26][CH2:27][CH:28]([CH3:34])[C:29]([O:31][CH2:32][CH3:33])=[O:30])=[O:24])([CH3:22])([CH3:21])[CH3:20].[NH4+].[Cl-]>C1COCC1.O.CCOCC>[C:3]1([C:8]2[CH:13]=[CH:12][CH:11]=[CH:10][CH:9]=2)[CH:4]=[CH:5][CH:6]=[CH:7][C:2]=1[CH:26]([NH:25][S:23]([C:19]([CH3:21])([CH3:20])[CH3:22])=[O:24])[CH2:27][CH:28]([CH3:34])[C:29]([O:31][CH2:32][CH3:33])=[O:30] |f:3.4|. Procedure details: A cooled (−78° C.) solution of commercially available 2-iodo-1,1′-biphenyl (680 mg; 2.43 mmol) in anh. THF (20 ml), under nitrogen, was treated dropwise with a solution of 1.6 M n-BuLi in hexanes (1.52 ml; 2.43 mmol). The resulting solution was further stirred at −78° C. for 10 min. A solution of ethyl 4-((tert-butylsulfinyl)imino)-2-methylbutanoate (600 mg; 2.43 mmol) in anh. THF (5 ml) was added to the cooled reaction mixture, and stirring was continued from −78° C. to 0° C. over 1 h. The resu... As a reaction SMILES: [C:6](=[O:7])([CH3:8])[O:9][c:10]1[c:11]2[cH:12][c:13]([C:30](=[O:31])[O:32][CH3:33])[n:14]([S:19](=[O:20])(=[O:21])[c:22]3[cH:23][c:24]([Cl:29])[c:25]([Cl:28])[cH:26][cH:27]3)[c:15]2[cH:16][cH:17][cH:18]1.[CH3:35][OH:36].[ClH:34].[Na+:1].[OH:2][C:3](=[O:4])[O-:5]>>[OH:9][c:10]1[c:11]2[cH:12][c:13]([C:30](=[O:31])[O:32][CH3:33])[n:14]([S:19](=[O:20])(=[O:21])[c:22]3[cH:23][c:24]([Cl:29])[c:25]([Cl:28])[cH:26][cH:27]3)[c:15]2[cH:16][cH:17][cH:18]1. Yields the product COC(=O)c1cc2c(O)cccc2n1S(=O)(=O)c1ccc(Cl)c(Cl)c1. The reactants are COC(=O)c1cc2c(OC(C)=O)cccc2n1S(=O)(=O)c1ccc(Cl)c(Cl)c1, CO, Cl, [Na+], O=C([O-])O. The reactants are CC(CCCCCCCCCOCC1CO1)CCCCCC (10-methylhexadecylglycidyl ether), C(O)CN (ethanolamine). Run in C(C)O (ethanol), C(C)O (ethanol), C(C)O (ethanol). Run at temperature 80 celsius. The product is OCCNCC(COCCCCCCCCCC(CCCCCC)C)O (1-(2-hydroxyethylamino)-3-(10-methylhexadecyloxy)-2-propanol), material. Isolated yield 79.0%. As a reaction SMILES: [CH3:1][CH:2]([CH2:17][CH2:18][CH2:19][CH2:20][CH2:21][CH3:22])[CH2:3][CH2:4][CH2:5][CH2:6][CH2:7][CH2:8][CH2:9][CH2:10][CH2:11][O:12][CH2:13][CH:14]1[O:16][CH2:15]1.[CH2:23]([CH2:25][NH2:26])[OH:24]>C(O)C>[OH:24][CH2:23][CH2:25][NH:26][CH2:15][CH:14]([OH:16])[CH2:13][O:12][CH2:11][CH2:10][CH2:9][CH2:8][CH2:7][CH2:6][CH2:5][CH2:4][CH2:3][CH:2]([CH3:1])[CH2:17][CH2:18][CH2:19][CH2:20][CH2:21][CH3:22]. Procedure details: By use of ethanol (4 ml), 10-methylhexadecylglycidyl ether (100 mg, 0.32 mmol) was transferred to a 10 ml dropping funnel, which was fitted to a 20 ml round bottomed flask containing ethanolamine (1 ml) and ethanol (0.2 ml). The content of the flask was stirred at 80° C. in a nitrogen atmosphere. The ethanol solution was added dropwise over 10 minutes. The mixture was stirred for a further 1 hour, and then condensed under reduced pressure. The resulting residue was purified by silica gel flush c... The reactants are ClC1=CC=C(C=C1)C1N=C(N(C1C1=CC=C(C=C1)Cl)C(=O)Cl)C=1C(=NC(=NC1)C)OCC (4,5-Bis-(4-chloro-phenyl)-2-(4-ethoxy-2-methyl-pyrimidin-5-yl)-4,5-dihydro-imidazole-1-carbonyl chloride), Cl.Cl.CS(=O)(=O)CCN1CCNCC1 (1-(2-methanesulfonyl-ethyl)piperazine dihydrochloride). Product: ClC1=CC=C(C=C1)[C@@H]1N=C(N([C@@H]1C1=CC=C(C=C1)Cl)C(=O)N1CCN(CC1)CCS(=O)(=O)C)C=1C(=NC(=NC1)C)OCC (cis-[4,5-bis-(4-chloro-phenyl)-2-(4-ethoxy-2-methyl-pyrimidin-5-yl)-4,5-dihydro-imidazol-1-yl]-[4-(2-methanesulfonyl-ethyl)-piperazin-1-yl]-methanone). RXN SMILES: [Cl:1][C:2]1[CH:7]=[CH:6][C:5]([CH:8]2[CH:12]([C:13]3[CH:18]=[CH:17][C:16]([Cl:19])=[CH:15][CH:14]=3)[N:11]([C:20](Cl)=[O:21])[C:10]([C:23]3[C:24]([O:30][CH2:31][CH3:32])=[N:25][C:26]([CH3:29])=[N:27][CH:28]=3)=[N:9]2)=[CH:4][CH:3]=1.Cl.Cl.[CH3:35][S:36]([CH2:39][CH2:40][N:41]1[CH2:46][CH2:45][NH:44][CH2:43][CH2:42]1)(=[O:38])=[O:37]>>[Cl:1][C:2]1[CH:7]=[CH:6][C:5]([C@H:8]2[C@@H:12]([C:13]3[CH:18]=[CH:17][C:16]([Cl:19])=[CH:15][CH:14]=3)[N:11]([C:20]([N:44]3[CH2:43][CH2:42][N:41]([CH2:40][CH2:39][S:36]([CH3:35])(=[O:37])=[O:38])[CH2:46][CH2:45]3)=[O:21])[C:10]([C:23]3[C:24]([O:30][CH2:31][CH3:32])=[N:25][C:26]([CH3:29])=[N:27][CH:28]=3)=[N:9]2)=[CH:4][CH:3]=1 |f:1.2.3|. Reported procedure: cis-4-[4,5-Bis-(4-chloro-phenyl)-2-(4-ethoxy-2-methyl-pyrimidin-5-yl)-4,5-dihydro-imidazole-1-carbonyl chloride (example 16) was reacted with 1-(2-methanesulfonyl-ethyl)piperazine dihydrochloride (example 3) to give cis-[4,5-bis-(4-chloro-phenyl)-2-(4-ethoxy-2-methyl-pyrimidin-5-yl)-4,5-dihydro-imidazol-1-yl]-[4-(2-methanesulfonyl-ethyl)-piperazin-1-yl]-methanone in an analogous manner as described in example 1. HR-MS (ES, m/z) calculated for C30H34N6O4SCl2 [(M+H)+] 645.1812, observed 645.1814. Reactants: CN(C(CC=1C2=C(NC1)SC=C2)=O)C (N,N-dimethyl-2-(6H-thieno[2,3-b]pyrrol-4-yl]acetamide), solution. The solvent is C1CCOC1 (THF), C1CCOC1 (THF). Reaction conditions: temperature 40 celsius, time 2 hour. The product is CN(C)CCC=1C2=C(NC1)SC=C2 (N,N-Dimethyl-2-(6H-thieno[2,3-b]pyrrol-4-yl)ethylamine). Isolated yield 89.0%. As a reaction SMILES: [CH3:1][N:2]([CH3:14])[C:3](=O)[CH2:4][C:5]1[C:6]2[CH:12]=[CH:11][S:10][C:7]=2[NH:8][CH:9]=1>C1COCC1>[CH3:1][N:2]([CH2:3][CH2:4][C:5]1[C:6]2[CH:12]=[CH:11][S:10][C:7]=2[NH:8][CH:9]=1)[CH3:14]. Procedure: A stirred N,N-dimethyl-2-(6H-thieno[2,3-b]pyrrol-4-yl]acetamide (1.16 g, 6 mmol) in THF is treated with LiALH4 (18 mL of 1M solution in THF, 3 equiv.) at room temperature, stirred at 40° C. for 2 h, cooled to room temperature, quenched with aqueous NaOH and extracted with EtOAc. The extracts are combined, dried over MgSO4and concentrated in vacuo to afford the title product as a tan oil, 0.81 g (89% yield), identified by HPLC and mass spectral analyses. Starting materials: CC(C)O, Cc1cc(Nc2nc(Cl)ncc2Cl)n[nH]1, Cl, Cc1cc(C2COC(=O)N2)c(C)cc1N. The product is Cc1cc(Nc2nc(Nc3cc(C)c(C4COC(=O)N4)cc3C)ncc2Cl)n[nH]1. As a reaction SMILES: [CH:32]([OH:33])([CH3:34])[CH3:35].[Cl:16][c:17]1[n:18][cH:19][c:20]([Cl:30])[c:21]([NH:23][c:24]2[n:25][nH:26][c:27]([CH3:29])[cH:28]2)[n:22]1.[ClH:31].[NH2:1][c:2]1[cH:3][c:4]([CH3:15])[c:5]([CH:9]2[NH:10][C:11](=[O:14])[O:12][CH2:13]2)[cH:6][c:7]1[CH3:8]>>[NH:1]([c:2]1[cH:3][c:4]([CH3:15])[c:5]([CH:9]2[NH:10][C:11](=[O:14])[O:12][CH2:13]2)[cH:6][c:7]1[CH3:8])[c:17]1[n:18][cH:19][c:20]([Cl:30])[c:21]([NH:23][c:24]2[n:25][nH:26][c:27]([CH3:29])[cH:28]2)[n:22]1. Reactants: NC1=C(C(=O)N)C=CC(=C1)C (2-amino-4-methylbenzamide), C(OCC)(OCC)OCC (CH(OEt)3). Conditions: temperature 110 celsius. Product: CC1=CC=C2C(NC=NC2=C1)=O (7-methylquinazolin-4(3H)-one). Reaction SMILES: [NH2:1][C:2]1[CH:10]=[C:9]([CH3:11])[CH:8]=[CH:7][C:3]=1[C:4]([NH2:6])=[O:5].[CH:12](OCC)(OCC)OCC>>[CH3:11][C:9]1[CH:10]=[C:2]2[C:3]([C:4](=[O:5])[NH:6][CH:12]=[N:1]2)=[CH:7][CH:8]=1. Reported procedure: A suspension of 2-amino-4-methylbenzamide (1.2 g, 8.0 mmol) in CH(OEt)3 (10 mL) was heated in a sealed tube at 110° C. for 4 h. Then the reaction was quenched with aq. NaHCO3 solution at rt and the precipitate obtained was filtered and dried. The solid mass was purified by column chromatography to afford 1.1 g of the title product. 1H NMR (300 MHz, DMSO-d6): δ 12.14 (br s, 1H), 8.05 (s, 1H), 8.00 (d, J=7.8 Hz, 1H), 7.47 (s, 1H), 7.34 (d, J=7.8 Hz, 1H), 2.45 (s, 3H).